This data is from the Open Reaction Database (ORD), a public repository of structured organic reaction records. The task is: describe an organic reaction: reactants, conditions, products, and yield The reactants are OS(=O)(=O)O (H2SO4), BrC=1C=C(C(=O)NCCCCCC(=O)O)C=CC1Br (N-(3,4-dibromobenzoyl)-6-aminohexanoic acid), C(=O)(O)[O-].[Na+] (NaHCO3). Run in CO (methanol). The product is BrC=1C=C(C(=O)NCCCCCC(=O)OC)C=CC1Br (methyl N-(3,4-dibromobenzoyl)-6-aminohexanoate). Yield: 96.0%. As a reaction SMILES: OS(O)(=O)=O.[Br:6][C:7]1[CH:8]=[C:9]([CH:21]=[CH:22][C:23]=1[Br:24])[C:10]([NH:12][CH2:13][CH2:14][CH2:15][CH2:16][CH2:17][C:18]([OH:20])=[O:19])=[O:11].[C:25]([O-])(O)=O.[Na+]>CO>[Br:6][C:7]1[CH:8]=[C:9]([CH:21]=[CH:22][C:23]=1[Br:24])[C:10]([NH:12][CH2:13][CH2:14][CH2:15][CH2:16][CH2:17][C:18]([O:20][CH3:25])=[O:19])=[O:11] |f:2.3|. Reported procedure: Added conc. H2SO4 (0.2 mL) to a solution of N-(3,4-dibromobenzoyl)-6-aminohexanoic acid (1.73 g, 4.4 mmol) in methanol (50 mL). Heated under reflux for 2 hours until reaction complete (as determined by TLC). Allowed solution to cool to room temperature and neutralized by adding NaHCO3 solution. Removed solvent in vacuo and extracted residue with ether (2×50 mL). Washed extract with brine (2×30 mL) and dried over anhydrous MgSO4. Filtered extract and dried filtrate under high vacuum to afford a w... The reactants are C([O-])([O-])=O.[Cs+].[Cs+] (Caesium carbonate), COC1=C(CN2CC(NC3=C(C2=O)C=CC=C3)=O)C(=CC(=C1)OC)OC (4-(2,4,6-trimethoxybenzyl)-3,4-dihydro-1H-1,4benzodiazepine-2,5-dione), FC(CI)(F)F (trifluoroethyl iodide). Run in C(C)(=O)OCC.O (ethyl acetate water), CN(C)C=O (DMF). Run at temperature 55 celsius, time 16 hour. The product is FC(CN1C(CN(C(C2=C1C=CC=C2)=O)CC2=C(C=C(C=C2OC)OC)OC)=O)(F)F (1-(2,2,2-trifluoroethyl)4-(2,4,6-trimethoxybenzyl)-3,4-dihydro-1H-1,4benzodiazepine-2,5-dione). Isolated yield 34.9%. Reaction SMILES: [CH3:1][O:2][C:3]1[CH:22]=[C:21]([O:23][CH3:24])[CH:20]=[C:19]([O:25][CH3:26])[C:4]=1[CH2:5][N:6]1[C:12](=[O:13])[C:11]2[CH:14]=[CH:15][CH:16]=[CH:17][C:10]=2[NH:9][C:8](=[O:18])[CH2:7]1.C(=O)([O-])[O-].[Cs+].[Cs+].[F:33][C:34]([F:38])([F:37])[CH2:35]I>CN(C=O)C.C(OCC)(=O)C.O>[F:33][C:34]([F:38])([F:37])[CH2:35][N:9]1[C:10]2[CH:17]=[CH:16][CH:15]=[CH:14][C:11]=2[C:12](=[O:13])[N:6]([CH2:5][C:4]2[C:19]([O:25][CH3:26])=[CH:20][C:21]([O:23][CH3:24])=[CH:22][C:3]=2[O:2][CH3:1])[CH2:7][C:8]1=[O:18] |f:1.2.3,6.7|. Procedure: The product from Step 4B (6 g, 0.017 mol) was dissolved in DMF (40 ml) at room temperature under nitrogen. Caesium carbonate (8.2 g, 0.025 mol) was added followed by trifluoroethyl iodide (8.8 g, 0.025 mol) and the mixture stirred at 55° C. for 16 hr. The reaction mixture was taken up in ethyl acetate/water, the organic layer washed (water, brine), dried (MgSO4) and evaporated in vacuo. Purification by chromatography (SiO2, ethyl acetate/dichloromethane) afforded the product as a white solid (2.... Reaction conditions: time 1 hour. Reported procedure: 5-((5-(Benzylthio)-7-(cyclopropylamino)pyrazolo[1,5-a]pyrimidin-3-yl)methylene)imidazolidine-2,4-dione (60 mg, 0.15 mmol) was dissolved in dichloromethane (1 mL) and trifluoroacetic acid (1 mL). After 1 h, the solution was concentrated under a stream of air. The residue was triturated with Et2O (3 mL) and the precipitate was collected to provide (Z)-5-((5-(benzylthio)-7-(cyclopropylamino)pyrazolo[1,5-a]pyrimidin-3-yl)methylene)imidazolidine-2,4-dione (59 mg, 98%). LCMS (ES): >95% pure, m/z 407 [... Isolated yield 96.8%. Product: C(C1=CC=CC=C1)SC1=NC=2N(C(=C1)NC1CC1)N=CC2\C=C/2\C(NC(N2)=O)=O ((Z)-5-((5-(benzylthio)-7-(cyclopropylamino)pyrazolo[1,5-a]pyrimidin-3-yl)methylene)imidazolidine-2,4-dione). Reactants: C(C1=CC=CC=C1)SC1=NC=2N(C(=C1)NC1CC1)N=CC2C=C2C(NC(N2)=O)=O (5-((5-(Benzylthio)-7-(cyclopropylamino)pyrazolo[1,5-a]pyrimidin-3-yl)methylene)imidazolidine-2,4-dione). Run in ClCCl (dichloromethane), FC(C(=O)O)(F)F (trifluoroacetic acid). As a reaction SMILES: [CH2:1]([S:8][C:9]1[CH:14]=[C:13]([NH:15][CH:16]2[CH2:18][CH2:17]2)[N:12]2[N:19]=[CH:20][C:21]([CH:22]=[C:23]3[NH:27][C:26](=[O:28])[NH:25][C:24]3=[O:29])=[C:11]2[N:10]=1)[C:2]1[CH:7]=[CH:6][CH:5]=[CH:4][CH:3]=1>ClCCl.FC(F)(F)C(O)=O>[CH2:1]([S:8][C:9]1[CH:14]=[C:13]([NH:15][CH:16]2[CH2:18][CH2:17]2)[N:12]2[N:19]=[CH:20][C:21](/[CH:22]=[C:23]3/[C:24](=[O:29])[NH:25][C:26](=[O:28])[NH:27]/3)=[C:11]2[N:10]=1)[C:2]1[CH:7]=[CH:6][CH:5]=[CH:4][CH:3]=1. Starting materials: CCOC(=O)C(C)=P(c1ccccc1)(c1ccccc1)c1ccccc1, O=Cc1ccc([N+](=O)[O-])cc1, C1CCOC1. The product is CCOC(=O)C(C)=Cc1ccc([N+](=O)[O-])cc1. RXN SMILES: [CH2:12]([CH3:13])[O:14][C:15](=[O:16])[C:17]([CH3:18])=[P:19]([c:20]1[cH:21][cH:22][cH:23][cH:24][cH:25]1)([c:26]1[cH:27][cH:28][cH:29][cH:30][cH:31]1)[c:32]1[cH:33][cH:34][cH:35][cH:36][cH:37]1.[N+:1](=[O:2])([O-:3])[c:4]1[cH:5][cH:6][c:7]([CH:8]=[O:9])[cH:10][cH:11]1.[O:38]1[CH2:39][CH2:40][CH2:41][CH2:42]1>>[N+:1](=[O:2])([O-:3])[c:4]1[cH:5][cH:6][c:7]([CH:8]=[C:17]([C:15]([O:14][CH2:12][CH3:13])=[O:16])[CH3:18])[cH:10][cH:11]1. The reactants are [K+], Nc1ccc2ccc(Cl)nc2n1, [OH-], Oc1ccc(Cl)cc1. The product is Nc1ccc2ccc(Oc3ccc(Cl)cc3)nc2n1. As a reaction SMILES: [K+:22].[NH2:1][c:2]1[n:3][c:4]2[n:5][c:6]([Cl:12])[cH:7][cH:8][c:9]2[cH:10][cH:11]1.[OH-:21].[OH:13][c:14]1[cH:15][cH:16][c:17]([Cl:18])[cH:19][cH:20]1>>[NH2:1][c:2]1[n:3][c:4]2[n:5][c:6]([O:13][c:14]3[cH:15][cH:16][c:17]([Cl:18])[cH:19][cH:20]3)[cH:7][cH:8][c:9]2[cH:10][cH:11]1. RXN SMILES: [Cl:1][C:2]1[C:3]([CH3:18])=[C:4]([N:10]2[CH2:17][CH2:16][CH2:15][C@H:11]2[C:12](O)=O)[CH:5]=[CH:6][C:7]=1[C:8]#[N:9].C(N(CC)C(C)C)(C)C.CN([C:31]([O:35]N1N=NC2C=CC=CC1=2)=[N+](C)C)C.[B-](F)(F)(F)F.[C:50]([O:54][C:55](=[O:58])[NH:56][NH2:57])([CH3:53])([CH3:52])[CH3:51]>CN(C=O)C>[Cl:1][C:2]1[C:3]([CH3:18])=[C:4]([N:10]2[CH2:17][CH2:16][CH2:15][CH:11]2[CH2:12][C:31]([NH:57][NH:56][C:55]([O:54][C:50]([CH3:53])([CH3:52])[CH3:51])=[O:58])=[O:35])[CH:5]=[CH:6][C:7]=1[C:8]#[N:9] |f:2.3|. The product is ClC=1C(=C(C=CC1C#N)N1C(CCC1)CC(=O)NNC(=O)OC(C)(C)C)C (tert-butyl 2-{[1-(3-chloro-4-cyano-2-methylphenyl)pyrrolidin-2yl]acetyl}hydrazinecarboxylate). Procedure: To a solution of 1-(3-chloro-4-cyano-2-methylphenyl)proline (0.623 g, 2.350 mmol), N,N-diisopropylethylamine (1.420 g, 11.750 mmol) and TBTU (1.113 g, 3.530 mmol) in DMF add a solution of t-butlycarbazate (0.462 g, 3.530 mmols) in DMF. Leave to stand for 3 h, then partition between ethyl acetate and 10% (w/w) aqueous citric acid. Extract the organic with 2N aqueous sodium hydroxide solution, then brine. Dry over magnesium sulphate, filter, and concentrate under reduced pressure to obtain the tit... Run at time 3 hour. Reactants: ClC=1C(=C(C=CC1C#N)N1[C@H](C(=O)O)CCC1)C (1-(3-chloro-4-cyano-2-methylphenyl)proline), C(C)(C)N(C(C)C)CC (N,N-diisopropylethylamine), CN(C)C(=[N+](C)C)ON1C2=C(C=CC=C2)N=N1.[B-](F)(F)(F)F (TBTU), C(C)(C)(C)OC(NN)=O (t-butlycarbazate). The solvent is CN(C)C=O (DMF), CN(C)C=O (DMF). Reactants: CC(C)(C)C(C1=C(C(=C(C=C1)Cl)OC1=CC(=CC(=C1)CO)C#N)F)N(C([O-])=O)C(=O)C1=C(N=CN1COCC[Si](C)(C)C)Cl (1,1-dimethylethyl[(4-chloro-3-{[3-cyano-5-(hydroxymethyl)phenyl]oxy}-2-fluorophenyl)methyl]{[4-chloro-1-({[2-(trimethylsilyl)ethyl]oxy}methyl)-1H-imidazol-5-yl]carbonyl}carbamate), [B-](F)(F)(F)F.CC[O+](CC)CC (Meerwein's reagent), C(=O)(C(F)(F)F)O (TFA). Run in C(Cl)Cl (DCM). Reaction conditions: time 4 hour. Yields the product ClC1=C(N=CN1C)C(=O)NCC1=C(C(=C(C=C1)Cl)OC1=CC(=CC(=C1)CO)C#N)F (5-chloro-N-[(4-chloro-3-{[3-cyano-5-(hydroxymethyl)phenyl]oxy}-2-fluorophenyl)methyl]-1-methyl-1H-imidazole-4-carboxamide). Isolated yield 76.4%. As a reaction SMILES: CC([CH:5]([N:25]([C:29]([C:31]1[N:35](COCC[Si](C)(C)C)[CH:34]=[N:33][C:32]=1[Cl:44])=[O:30])C(=O)[O-])[C:6]1[CH:11]=[CH:10][C:9]([Cl:12])=[C:8]([O:13][C:14]2[CH:19]=[C:18]([CH2:20][OH:21])[CH:17]=[C:16]([C:22]#[N:23])[CH:15]=2)[C:7]=1[F:24])(C)C.[B-](F)(F)(F)F.[CH3:50]C[O+](CC)CC.C(O)(C(F)(F)F)=O>C(Cl)Cl>[Cl:44][C:32]1[N:33]([CH3:50])[CH:34]=[N:35][C:31]=1[C:29]([NH:25][CH2:5][C:6]1[CH:11]=[CH:10][C:9]([Cl:12])=[C:8]([O:13][C:14]2[CH:19]=[C:18]([CH2:20][OH:21])[CH:17]=[C:16]([C:22]#[N:23])[CH:15]=2)[C:7]=1[F:24])=[O:30] |f:1.2|. Procedure: To a solution of 1,1-dimethylethyl[(4-chloro-3-{[3-cyano-5-(hydroxymethyl)phenyl]oxy}-2-fluorophenyl)methyl]{[4-chloro-1-({[2-(trimethylsilyl)ethyl]oxy}methyl)-1H-imidazol-5-yl]carbonyl}carbamate (66 mg, 0.099 mmol) in DCM (5 ml) was added Meerwein's reagent (16.13 mg, 0.109 mmol) and the reaction mixture was stirred for 4 hours at RT. TFA (2.0 ml, 26.0 mmol) was added and the reaction mixture was stirred at RT for another 2 hours. The solvent was removed and the crude material was purified via ... The reactants are C(C)(C)(C)OC(=O)NC1=C(N=C(S1)C1=C(C=CC=C1F)F)C(=O)NC=1C(=C2C(=NC1)CCC2)N2CC(CCC2)(C)NC(OC(C)(C)C)=O (tert-butyl {1-[3-({[5-[(tert-butoxycarbonyl)amino]-2-(2,6-difluorophenyl)-1,3-thiazol-4-yl]carbonyl}amino)-6,7-dihydro-5H-cyclopenta[b]pyridin-4-yl]-3-methylpiperidin-3-yl}carbamate), C(=O)(C(F)(F)F)O (TFA). Run in C(Cl)Cl (DCM). Conditions: time 30 minute. Yields the product NC1=C(N=C(S1)C1=C(C=CC=C1F)F)C(=O)NC=1C(=C2C(=NC1)CCC2)N2CC(CCC2)(C)N (5-Amino-N-[4-(3-amino-3-methylpiperidin-1-yl)-6,7-dihydro-5H-cyclopenta[b]pyridin-3-yl]-2-(2,6-difluorophenyl)-1,3-thiazole-4-carboxamide). Isolated yield 60.2%. As a reaction SMILES: C(OC([NH:8][C:9]1[S:13][C:12]([C:14]2[C:19]([F:20])=[CH:18][CH:17]=[CH:16][C:15]=2[F:21])=[N:11][C:10]=1[C:22]([NH:24][C:25]1[C:26]([N:34]2[CH2:39][CH2:38][CH2:37][C:36]([NH:41]C(=O)OC(C)(C)C)([CH3:40])[CH2:35]2)=[C:27]2[CH2:33][CH2:32][CH2:31][C:28]2=[N:29][CH:30]=1)=[O:23])=O)(C)(C)C.C(O)(C(F)(F)F)=O>C(Cl)Cl>[NH2:8][C:9]1[S:13][C:12]([C:14]2[C:19]([F:20])=[CH:18][CH:17]=[CH:16][C:15]=2[F:21])=[N:11][C:10]=1[C:22]([NH:24][C:25]1[C:26]([N:34]2[CH2:39][CH2:38][CH2:37][C:36]([NH2:41])([CH3:40])[CH2:35]2)=[C:27]2[CH2:33][CH2:32][CH2:31][C:28]2=[N:29][CH:30]=1)=[O:23]. Procedure: A mixture of tert-butyl {1-[3-({[5-[(tert-butoxycarbonyl)amino]-2-(2,6-difluorophenyl)-1,3-thiazol-4-yl]carbonyl}amino)-6,7-dihydro-5H-cyclopenta[b]pyridin-4-yl]-3-methylpiperidin-3-yl}carbamate (8.4 mg, 0.012 mmol), DCM (0.12 mL) and TFA (0.12 mL, 1.6 mmol) was stirred at room temperature for 30 min. The solution was then concentrated under reduced pressure and the residue was diluted with MeOH, filtered and purified by preparative LC-MS (XBridge™ preparative C18 5 μm OBD™ column, 30×10 mm, 60 ... Reactants: CO (methanol), F[B-](F)(F)F.C(C)[O+](CC)CC (triethyloxonium tetrafluoroborate), [Cl-].N[N+]1=C(N(C=C1)N)CC (1,3-diamino-2-ethyl-imidazolium chloride), CN(C1=CC=C(C=C1)C(C)=O)C (p-dimethylaminoacetophenone). Solvent: C(Cl)Cl (methylene chloride). The product is [Cl-].NN1C(=[N+](C=C1)N=C(C1=CC=C(C=C1)N(C)C)C)CC (3-amino-1-[[p-(dimethylamino)-α-methylbenzylidene]amino]-2 -ethylimidazolium chloride). RXN SMILES: F[B-](F)(F)F.C([O+](CC)CC)C.[CH3:13][N:14]([CH3:24])[C:15]1[CH:20]=[CH:19][C:18]([C:21](=O)[CH3:22])=[CH:17][CH:16]=1.[Cl-:25].[NH2:26][N+:27]1[CH:31]=[CH:30][N:29]([NH2:32])[C:28]=1[CH2:33][CH3:34].CO>C(Cl)Cl>[Cl-:25].[NH2:26][N:27]1[CH:31]=[CH:30][N+:29]([N:32]=[C:21]([CH3:22])[C:18]2[CH:19]=[CH:20][C:15]([N:14]([CH3:24])[CH3:13])=[CH:16][CH:17]=2)=[C:28]1[CH2:33][CH3:34] |f:0.1,3.4,7.8|. Reported procedure: 380 mg (2 mmol) of triethyloxonium tetrafluoroborate are dissolved in 15 ml of methylene chloride. 326 mg (2 mmol) of p-dimethylaminoacetophenone are added thereto at -15°. After 5 minutes there are added thereto at the same temperature 162 mg (1 mmol) of 1,3-diamino-2-ethyl-imidazolium chloride and the mixture is stirred at -10° for 1 hour and at 0° for 2 hours. After the addition of a small amount of methanol the mixture is evaporated and the residue is placed on a column loaded with 10 g of s...